This data is from the Open Reaction Database (ORD), a public repository of structured organic reaction records. The task is: describe an organic reaction: reactants, conditions, products, and yield Reactants: C(C)(C)(C)OC(=O)NC(C(=O)OC)CC1=CC=C(C=C1)[N+](=O)[O-] (methyl 2-[(tert-butoxycarbonyl)amino]-3-(4-nitrophenyl)propanoate), NH4HCO2. Reagents/catalysts: [Pd] (Pd/C). Run in CO (CH3OH). Conditions: time 2 hour. Product: NC1=CC=C(C=C1)CC(C(=O)OC)NC(=O)OC(C)(C)C (methyl 3-(4-aminophenyl)-2-[(tert-butoxycarbonyl)amino]propanoate). Reaction SMILES: [C:1]([O:5][C:6]([NH:8][CH:9]([CH2:14][C:15]1[CH:20]=[CH:19][C:18]([N+:21]([O-])=O)=[CH:17][CH:16]=1)[C:10]([O:12][CH3:13])=[O:11])=[O:7])([CH3:4])([CH3:3])[CH3:2]>CO.[Pd]>[NH2:21][C:18]1[CH:17]=[CH:16][C:15]([CH2:14][CH:9]([NH:8][C:6]([O:5][C:1]([CH3:4])([CH3:3])[CH3:2])=[O:7])[C:10]([O:12][CH3:13])=[O:11])=[CH:20][CH:19]=1. Procedure details: To a solution of methyl 2-[(tert-butoxycarbonyl)amino]-3-(4 nitrophenyl)propanoate 3 (69.4 g) and NH4HCO2 (6.5 equ.) in CH3OH (20 ml/g) is added 5% Pd/C (15% in weight, 10 g). The temperature rises to 40° C. and then decreases. After stirring for 2 h at room temperature, the solution is filtered over celite and the solvent is evaporated. The residue is diluted in AcOEt and washed 3 times with water. The organic phase is dried over MgSO4 and evaporated to dryness. No further purification is neede... Starting materials: [OH-].[Na+] (sodium hydroxide), ClCCCCC1=CC=C(C=C1)O (p-(4-chlorobutyl)phenol). Conditions: temperature 190 celsius. Product: C1CCCC12C=CC(C=C2)=O (spiro[4.5]deca-6,9-dien-8-one). The yield is 47.8%. RXN SMILES: [OH-].[Na+].Cl[CH2:4][CH2:5][CH2:6][CH2:7][C:8]1[CH:13]=[CH:12][C:11]([OH:14])=[CH:10][CH:9]=1>>[CH2:4]1[C:8]2([CH:13]=[CH:12][C:11](=[O:14])[CH:10]=[CH:9]2)[CH2:7][CH2:6][CH2:5]1 |f:0.1|. Procedure details: A 25% sodium hydroxide aqueous solution, 4.8 g, was added to 5.5 g of p-(4-chlorobutyl)phenol and stirred. The mixture was slowly heated under reduced pressure while removing water (until 120° C. at 50 Pa) and subsequently heated to 180-200° C., at which a distillate was collected. There was obtained 2.11 g (yield 47%) of spiro[4.5]deca-6,9-dien-8-one. The reactants are FC(C(=O)O)(F)F (trifluoroacetic acid), ClC1=CC=C(C=2N3C(=NC21)N(CCC3)C=3C(=NC(=NC3C)C3CC3)C)C(C(F)(F)F)O (1-[9-chloro-1-(2-cyclopropyl-4,6-dimethylpyrimidin-5-yl)-1,2,3,4-tetrahydropyrimido[1,2-a]benzimidazol-6-yl]-2,2,2-trifluoroethanol), [OH-].[Na+] (sodium hydroxide). Reagents/catalysts: [Cl-].C(C1=CC=CC=C1)[N+](CC)(CC)CC (benzyltriethylammonium chloride). Run in [Cl-].[NH4+] (ammonium chloride), O1CCCC1 (tetrahydrofuran). Run at time 60 minute. Product: ClC1=CC=C(C=2N3C(=NC21)N(CCC3)C=3C(=NC(=NC3C)C3CC3)C)C(C(F)(F)F)OC(F)F (9-Chloro-1-(2-cyclopropyl-4,6-dimethylpyrimidin-5-yl)-6-[1-(difluoromethoxy)-2,2,2-trifluoroethyl]-1,2,3,4-tetrahydropyrimido[1,2-a]benzimidazole). RXN SMILES: [Cl:1][C:2]1[C:10]2[N:9]=[C:8]3[N:11]([C:15]4[C:16]([CH3:25])=[N:17][C:18]([CH:22]5[CH2:24][CH2:23]5)=[N:19][C:20]=4[CH3:21])[CH2:12][CH2:13][CH2:14][N:7]3[C:6]=2[C:5]([CH:26]([OH:31])[C:27]([F:30])([F:29])[F:28])=[CH:4][CH:3]=1.[OH-].[Na+].[F:34][C:35](F)([F:39])C(O)=O>[Cl-].C([N+](CC)(CC)CC)C1C=CC=CC=1.O1CCCC1.[Cl-].[NH4+]>[Cl:1][C:2]1[C:10]2[N:9]=[C:8]3[N:11]([C:15]4[C:20]([CH3:21])=[N:19][C:18]([CH:22]5[CH2:23][CH2:24]5)=[N:17][C:16]=4[CH3:25])[CH2:12][CH2:13][CH2:14][N:7]3[C:6]=2[C:5]([CH:26]([O:31][CH:35]([F:39])[F:34])[C:27]([F:29])([F:28])[F:30])=[CH:4][CH:3]=1 |f:1.2,4.5,7.8|. Procedure details: A mixture of 1-[9-chloro-1-(2-cyclopropyl-4,6-dimethylpyrimidin-5-yl)-1,2,3,4-tetrahydropyrimido[1,2-a]benzimidazol-6-yl]-2,2,2-trifluoroethanol (305 mg, 0.675 mmol), benzyltriethylammonium chloride (7.7 mg, 0.0338 mmol), and 8N sodium hydroxide (2.7 mL) in tetrahydrofuran (2.7 mL) was stirred at room temperature under chloro(difluoro)methane atmosphere for 60 min. The mixture was diluted with aqueous saturated ammonium chloride, and extracted with ethyl acetate. The combined organic layer was w... The reactants are FC1=C(C2=CC=C(C(=C2C=C1)C(F)(F)F)OC)C(=O)O (2-fluoro-6-methoxy-5-(trifluoromethyl)-1-naphthoic acid), C(C)OC(=O)N=C=NC(C)(C)C (ethoxycarbonyl-t-butylcarbodiimide), C1CCOC1 (THF). Product: FC1=C(C2=CC=C(C(=C2C=C1)C(F)(F)F)OC)C(=O)NC(OCC)=O (N-[[2-Fluoro-6-methoxy-5-(trifluoromethyl)-1-naphthalenyl]carbonyl]carbamic Acid, Ethyl Ester), solid. The yield is 82.0%. Reaction SMILES: [F:1][C:2]1[CH:11]=[CH:10][C:9]2[C:4](=[CH:5][CH:6]=[C:7]([O:16][CH3:17])[C:8]=2[C:12]([F:15])([F:14])[F:13])[C:3]=1C(O)=O.[CH2:21]([O:23][C:24]([N:26]=[C:27]=NC(C)(C)C)=[O:25])[CH3:22].C1C[O:36]CC1>>[F:1][C:2]1[CH:11]=[CH:10][C:9]2[C:4](=[CH:5][CH:6]=[C:7]([O:16][CH3:17])[C:8]=2[C:12]([F:15])([F:14])[F:13])[C:3]=1[C:27]([NH:26][C:24](=[O:25])[O:23][CH2:21][CH3:22])=[O:36]. Procedure details: According to the procedure of O. Mitsunobu et al, Bull. Chem. Soc. Japan, 45, 3607 (1972), a solution of 2-fluoro-6-methoxy-5-(trifluoromethyl)-1-naphthoic acid (2.30 g, 8.00 mmol, prepared by the process of Example 10), and ethoxycarbonyl-t-butylcarbodiimide (1.50 g, 1.1 eq) in anhydrous THF (40 mL) was heated to reflux for 21/2 hours under a dry nitrogen atmosphere. The reaction was cooled to room temperature and the THF was removed. The crude product was triturated with ether to provide the t... Starting materials: CCON, CN(CCCCCOc1ccc(C=O)cc1)c1ccc(Cl)nn1. Yields the product CCON=Cc1ccc(OCCCCCN(C)c2ccc(Cl)nn2)cc1. RXN SMILES: [CH2:24]([CH3:25])[O:26][NH2:27].[Cl:1][c:2]1[cH:3][cH:4][c:5]([N:8]([CH2:9][CH2:10][CH2:11][CH2:12][CH2:13][O:14][c:15]2[cH:16][cH:17][c:18]([CH:19]=[O:20])[cH:21][cH:22]2)[CH3:23])[n:6][n:7]1>>[Cl:1][c:2]1[cH:3][cH:4][c:5]([N:8]([CH2:9][CH2:10][CH2:11][CH2:12][CH2:13][O:14][c:15]2[cH:16][cH:17][c:18]([CH:19]=[N:27][O:26][CH2:24][CH3:25])[cH:21][cH:22]2)[CH3:23])[n:6][n:7]1. Solvent: O1CCOCC1 (1,4-dioxane), O (water), O (water). Product: CC=1C=2N(C=CC1)C(=CN2)C2=NC(=NC=C2C#N)SC (4-(8-methylimidazo[1,2-a]pyridin-3-yl)-2-(methylthio)pyrimidine-5-carbonitrile). Reaction SMILES: C(O/[CH:4]=[CH:5]\[C:6]1[C:11]([C:12]#[N:13])=[CH:10][N:9]=[C:8]([S:14][CH3:15])[N:7]=1)C.BrN1C(=O)CCC1=O.[NH2:24][C:25]1[C:30]([CH3:31])=[CH:29][CH:28]=[CH:27][N:26]=1>O1CCOCC1.O>[CH3:31][C:30]1[C:25]2[N:26]([C:5]([C:6]3[C:11]([C:12]#[N:13])=[CH:10][N:9]=[C:8]([S:14][CH3:15])[N:7]=3)=[CH:4][N:24]=2)[CH:27]=[CH:28][CH:29]=1. Starting materials: C(C)O\C=C/C1=NC(=NC=C1C#N)SC (4-[(Z)-2-ethoxyvinyl]-2-(methylthio)-5-pyrimidinecarbonitrile), BrN1C(CCC1=O)=O (N-bromosuccinimide), NC1=NC=CC=C1C (2-amino-3-picoline). Procedure: 10 g of 4-[(Z)-2-ethoxyvinyl]-2-(methylthio)-5-pyrimidinecarbonitrile (synthesized according to the method disclosed in International Publication WO2006/025567, pages 90-91) was dissolved in a mixed solvent of 150 mL of 1,4-dioxane and 30 mL of water and then 8.04 g of N-bromosuccinimide was added thereto under an ice-cold condition, and the mixture was stirred for 1.5 hours at room temperature. To the reaction solution, 4.89 g of 2-amino-3-picoline was added, and the mixture was further stirred... Conditions: time 1.5 hour. Yield: 31.6%. The reactants are CCOC(C)=O, CN(C)C=O, [Cl-], O=C1CCCc2cc(OS(=O)(=O)C(F)(F)F)ccc21, [Li+], CCCC[Sn](CCCC)(CCCC)c1ccncc1. Product: O=C1CCCc2cc(-c3ccncc3)ccc21. As a reaction SMILES: [CH3:41][CH2:42][O:43][C:44](=[O:45])[CH3:46].[CH3:47][N:48]([CH3:49])[CH:50]=[O:51].[Cl-:40].[F:1][C:2]([F:3])([F:4])[S:5]([O:6][c:7]1[cH:8][c:9]2[c:14]([cH:15][cH:16]1)[C:13](=[O:17])[CH2:12][CH2:11][CH2:10]2)(=[O:18])=[O:19].[Li+:39].[n:20]1[cH:21][cH:22][c:23]([Sn:26]([CH2:27][CH2:28][CH2:29][CH3:30])([CH2:31][CH2:32][CH2:33][CH3:34])[CH2:35][CH2:36][CH2:37][CH3:38])[cH:24][cH:25]1>>[c:7]1(-[c:23]2[cH:22][cH:21][n:20][cH:25][cH:24]2)[cH:8][c:9]2[c:14]([cH:15][cH:16]1)[C:13](=[O:17])[CH2:12][CH2:11][CH2:10]2.